Dataset: the Open Reaction Database (ORD), a public repository of structured organic reaction records. Task: describe an organic reaction: reactants, conditions, products, and yield Starting materials: CS(C)=O, ClCCl, N#C[K], COc1ccccc1C(C)C(=O)N1CC2CC(COS(=O)(=O)c3ccc(C)cc3)CC(O)(c3ccccc3F)C2C1. The product is COc1ccccc1C(C)C(=O)N1CC2CC(CC#N)CC(O)(c3ccccc3F)C2C1. Reaction SMILES: [CH3:45][S:46](=[O:47])[CH3:48].[Cl:49][CH2:50][Cl:51].[K:1][C:2]#[N:3].[c:4]1([CH3:5])[cH:6][cH:7][c:8]([S:9]([O:10][CH2:11][CH:15]2[CH2:16][C:17]([OH:36])([c:37]3[c:38]([F:43])[cH:39][cH:40][cH:41][cH:42]3)[CH:18]3[CH2:19][N:20]([C:24]([CH:25]([CH3:26])[c:27]4[c:28]([O:33][CH3:34])[cH:29][cH:30][cH:31][cH:32]4)=[O:35])[CH2:21][CH:22]3[CH2:23]2)(=[O:12])=[O:13])[cH:14][cH:44]1>>[C:2](#[N:3])[CH2:45][CH:15]1[CH2:16][C:17]([OH:36])([c:37]2[c:38]([F:43])[cH:39][cH:40][cH:41][cH:42]2)[CH:18]2[CH2:19][N:20]([C:24]([CH:25]([CH3:26])[c:27]3[c:28]([O:33][CH3:34])[cH:29][cH:30][cH:31][cH:32]3)=[O:35])[CH2:21][CH:22]2[CH2:23]1. Yields the product C(#N)C1CN(C1)C([C@@H](C)NC(=O)C1=CN(C2=NC=C(N=C21)C2=CN=C1N2C=CC=C1)COCC[Si](C)(C)C)=O (2-imidazo[1,2-a]pyridin-3-yl-5-(2-trimethylsilanylethoxymethyl)-5H-pyrrolo[2,3-b]pyrazine-7-carboxylic acid [(R)-2-(3-cyano-azetidin-1-yl)-1-methyl-2-oxo-ethyl]-amide). Conditions: temperature 75 celsius. Reagents/catalysts: C=1C=CC(=CC1)[P](C=2C=CC=CC2)(C=3C=CC=CC3)[Pd]([P](C=4C=CC=CC4)(C=5C=CC=CC5)C=6C=CC=CC6)([P](C=7C=CC=CC7)(C=8C=CC=CC8)C=9C=CC=CC9)[P](C=1C=CC=CC1)(C=1C=CC=CC1)C=1C=CC=CC1 (tetrakis(triphenylphosphine)palladium(0)). Procedure: 2-Bromo-5-(2-trimethylsilanyl-ethoxymethyl)-5H-pyrrolo[2,3-b]pyrazine-7-carboxylic acid [(R)-2-(3-cyano-azetidin-1-yl)-1-methyl-2-oxo-ethyl]amide (110 mg, 0.22 mmol) was combined with 3-tributylstannanyl-imidazo[1,2-a]pyridine (159 mg, 0.39 mmol) in DMF that had been sparged with nitrogen for 10 min. To this was added tetrakis(triphenylphosphine)palladium(0) (25 mg, 0.022 mmol) and the mixture heated to 70-80° C. for 3 h. All solvent was removed by high vacuum evaporation and the product purifie... Solvent: CN(C)C=O (DMF). RXN SMILES: [C:1]([CH:3]1[CH2:6][N:5]([C:7](=[O:31])[C@H:8]([NH:10][C:11]([C:13]2[C:21]3[C:16](=[N:17][CH:18]=[C:19](Br)[N:20]=3)[N:15]([CH2:23][O:24][CH2:25][CH2:26][Si:27]([CH3:30])([CH3:29])[CH3:28])[CH:14]=2)=[O:12])[CH3:9])[CH2:4]1)#[N:2].C([Sn](CCCC)(CCCC)[C:37]1[N:41]2[CH:42]=[CH:43][CH:44]=[CH:45][C:40]2=[N:39][CH:38]=1)CCC>CN(C=O)C.C1C=CC([P]([Pd]([P](C2C=CC=CC=2)(C2C=CC=CC=2)C2C=CC=CC=2)([P](C2C=CC=CC=2)(C2C=CC=CC=2)C2C=CC=CC=2)[P](C2C=CC=CC=2)(C2C=CC=CC=2)C2C=CC=CC=2)(C2C=CC=CC=2)C2C=CC=CC=2)=CC=1>[C:1]([CH:3]1[CH2:6][N:5]([C:7](=[O:31])[C@H:8]([NH:10][C:11]([C:13]2[C:21]3[C:16](=[N:17][CH:18]=[C:19]([C:37]4[N:41]5[CH:42]=[CH:43][CH:44]=[CH:45][C:40]5=[N:39][CH:38]=4)[N:20]=3)[N:15]([CH2:23][O:24][CH2:25][CH2:26][Si:27]([CH3:30])([CH3:29])[CH3:28])[CH:14]=2)=[O:12])[CH3:9])[CH2:4]1)#[N:2] |^1:62,64,83,102|. The reactants are C(#N)C1CN(C1)C([C@@H](C)NC(=O)C1=CN(C2=NC=C(N=C21)Br)COCC[Si](C)(C)C)=O (2-Bromo-5-(2-trimethylsilanyl-ethoxymethyl)-5H-pyrrolo[2,3-b]pyrazine-7-carboxylic acid [(R)-2-(3-cyano-azetidin-1-yl)-1-methyl-2-oxo-ethyl]amide), C(CCC)[Sn](C1=CN=C2N1C=CC=C2)(CCCC)CCCC (3-tributylstannanyl-imidazo[1,2-a]pyridine).